This data is from the Open Reaction Database (ORD), a public repository of structured organic reaction records. The task is: describe an organic reaction: reactants, conditions, products, and yield Reactants: C1=C(C=CC2=CC=CC=C12)C(=O)Cl (2-Naphthoyl chloride), CO.N (MeOH NH3). Run at time 8 hour. The product is C1=C(C=CC2=CC=CC=C12)C(=O)N (2-Naphthamide). Isolated yield 100.0%. As a reaction SMILES: [CH:1]1[C:10]2[C:5](=[CH:6][CH:7]=[CH:8][CH:9]=2)[CH:4]=[CH:3][C:2]=1[C:11](Cl)=[O:12].CO.[NH3:16]>>[CH:1]1[C:10]2[C:5](=[CH:6][CH:7]=[CH:8][CH:9]=2)[CH:4]=[CH:3][C:2]=1[C:11]([NH2:16])=[O:12] |f:1.2|. Reported procedure: 2-Naphthoyl chloride (2.21 g, 11.6 mmol) was dissolved in a MeOH/NH3 solution (2 M, 20 mL) and was allowed to stir overnight. Volatiles were removed and the resulting white solid was triturated with EtOAc. The solid was filtered and washed with cold EtOAc to yield a white solid which was used without further purification (1.98 g, 100% yield). m.p. 191-192° C. 1H NMR (CDCl3) δ 8.39 (s, 1H, ArH), 7.90 (4H, ArH), 7.57 (m, 2H, ArH). 13C NMR (CDCl3) δ 169.3, 135.0, 132.6, 130.5, 129.0, 128.6, 128.1, ... Starting materials: CCOC(=O)c1cc2cc(-c3ccc(C(C)(C)C)cc3)ccc2n1-c1ccc(OC(C)C)cc1, Cl, [Na+], C1COCCO1, [OH-], O. Product: CC(C)Oc1ccc(-n2c(C(=O)O)cc3cc(-c4ccc(C(C)(C)C)cc4)ccc32)cc1. Reaction SMILES: [CH2:1]([CH3:2])[O:3][C:4](=[O:5])[c:6]1[n:7](-[c:25]2[cH:26][cH:27][c:28]([O:31][CH:32]([CH3:33])[CH3:34])[cH:29][cH:30]2)[c:8]2[cH:9][cH:10][c:11](-[c:15]3[cH:16][cH:17][c:18]([C:21]([CH3:22])([CH3:23])[CH3:24])[cH:19][cH:20]3)[cH:12][c:13]2[cH:14]1.[ClH:38].[Na+:36].[O:39]1[CH2:40][CH2:41][O:42][CH2:43][CH2:44]1.[OH-:35].[OH2:37]>>[O:3]=[C:4]([OH:5])[c:6]1[n:7](-[c:25]2[cH:26][cH:27][c:28]([O:31][CH:32]([CH3:33])[CH3:34])[cH:29][cH:30]2)[c:8]2[cH:9][cH:10][c:11](-[c:15]3[cH:16][cH:17][c:18]([C:21]([CH3:22])([CH3:23])[CH3:24])[cH:19][cH:20]3)[cH:12][c:13]2[cH:14]1.